From a dataset of the Open Reaction Database (ORD), a public repository of structured organic reaction records. describe an organic reaction: reactants, conditions, products, and yield Reactants: COC(C)(C)COc1cnc2c(c1)C1(COC(N)=N1)c1cc(Br)ccc1O2, O=C([O-])[O-], C1CCOC1, CCOC(C)=O, OB(O)c1cccnc1F, [K+], [K+], O. Yields the product COC(C)(C)COc1cnc2c(c1)C1(COC(N)=N1)c1cc(-c3cccnc3F)ccc1O2. Reaction SMILES: [Br:17][c:18]1[cH:19][c:20]2[c:36]([cH:37][cH:38]1)[O:35][c:23]1[c:22]([cH:27][c:26]([O:28][CH2:29][C:30]([CH3:31])([CH3:32])[O:33][CH3:34])[cH:25][n:24]1)[C:21]21[N:39]=[C:40]([NH2:43])[O:41][CH2:42]1.[C:11](=[O:12])([O-:13])[O-:14].[CH2:45]1[O:46][CH2:47][CH2:48][CH2:49]1.[CH3:50][CH2:51][O:52][C:53]([CH3:54])=[O:55].[F:1][c:2]1[n:3][cH:4][cH:5][cH:6][c:7]1[B:8]([OH:9])[OH:10].[K+:15].[K+:16].[OH2:44]>>[F:1][c:2]1[n:3][cH:4][cH:5][cH:6][c:7]1-[c:18]1[cH:19][c:20]2[c:36]([cH:37][cH:38]1)[O:35][c:23]1[c:22]([cH:27][c:26]([O:28][CH2:29][C:30]([CH3:31])([CH3:32])[O:33][CH3:34])[cH:25][n:24]1)[C:21]21[N:39]=[C:40]([NH2:43])[O:41][CH2:42]1. Reactants: O[C@H](C(=O)[C@@H]1CN(CC1)C1=C(C=C(C=C1)N1C(O[C@H](C1)CNC1=NOC=C1)=O)F)CO (3-(4-(3(S)-(2(S),3-Dihydroxypropanoyl)pyrrolidin-1-yl)-3-fluorophenyl)-5(S)-(isoxazol-3-ylaminomethyl)oxazolidin-2-one), Cl.N1CC=C(CC1)C1=C(C=C(C=C1F)N1C(O[C@H](C1)CN(C(=O)OC(C)(C)C)C1=NSN=C1)=O)F (3-(4-(1,2,5,6-tetrahydropyrid-4-yl)-3,5-difluorophenyl)-5(R)-(N-(t-butoxycarbonyl)-1,2,5-thiadiazol-3-ylaminomethyl)oxazolidin-2-one hydrochloride). The product is O[C@H](C(=O)N1CC=C(CC1)C1=C(C=C(C=C1F)N1C(O[C@H](C1)CNC1=NSN=C1)=O)F)CO (3-(4-(1-(2(S),3-Dihydroxypropanoyl)-1,2,5,6-tetrahydropyrid-4-yl)-3,5-difluorophenyl)-5(S)-(1,2,5-thiadiazol-3-ylaminomethyl)oxazolidin-2-one). The yield is 71.0%. As a reaction SMILES: [OH:1][C@@H:2]([CH2:30][OH:31])[C:3]([C@H]1CCN(C2C=CC(N3C[C@H](CNC4C=CON=4)OC3=O)=CC=2F)C1)=[O:4].Cl.[NH:33]1[CH2:38][CH2:37][C:36]([C:39]2[C:44]([F:45])=[CH:43][C:42]([N:46]3[CH2:50][C@H:49]([CH2:51][N:52]([C:60]4[CH:64]=[N:63][S:62][N:61]=4)C(OC(C)(C)C)=O)[O:48][C:47]3=[O:65])=[CH:41][C:40]=2[F:66])=[CH:35][CH2:34]1>>[OH:1][C@@H:2]([CH2:30][OH:31])[C:3]([N:33]1[CH2:38][CH2:37][C:36]([C:39]2[C:40]([F:66])=[CH:41][C:42]([N:46]3[CH2:50][C@H:49]([CH2:51][NH:52][C:60]4[CH:64]=[N:63][S:62][N:61]=4)[O:48][C:47]3=[O:65])=[CH:43][C:44]=2[F:45])=[CH:35][CH2:34]1)=[O:4] |f:1.2|. Reported procedure: Using the method described for the appropriate intermediate of Example 17, apart from routine changes in the eluant used for chromatography, and starting from 3-(4-(1,2,5,6-tetrahydropyrid-4-yl)-3,5-difluorophenyl)-5(R)-(N-(t-butoxycarbonyl)-1,2,5-thiadiazol-3-ylaminomethyl)oxazolidin-2-one hydrochloride (800 mg, 1.51 mM, see Example 25), gave the title product (669 mg, 71%). NMR (DMSO-d6) δ: 1.29 (s, 3H); 1.32 (s, 3H); 1.52 (s, 9H); 2.30 (m, 1H); 2.40 (m, 1H); 3.68 (m, 2H); 3.90 (dd, 1H); 4.04-... The reactants are C12(CC3CC(CC(C1)C3)C2)COC2=CC(=C(C(=O)NS(=O)(=O)C)C=C2Br)F (4-(adamantan-1-ylmethoxy)-5-bromo-2-fluoro-N-(methylsulfonyl)benzamide), C(C)(C)(C)[Li] (tert-butyllithium), C(C)=O (acetaldehyde). Run in O1CCCC1 (tetrahydrofuran). Run at temperature -78 celsius, time 30 minute. Yields the product C12(CC3CC(CC(C1)C3)C2)COC2=CC(=C(C(=O)NS(=O)(=O)CC(C)O)C=C2)F (4-(adamantan-1-ylmethoxy)-2-fluoro-N-((2-hydroxypropyl)sulfonyl)-benzamide). Yield: 23.8%. RXN SMILES: [C:1]12([CH2:11][O:12][C:13]3[C:25](Br)=[CH:24][C:16]([C:17]([NH:19][S:20]([CH3:23])(=[O:22])=[O:21])=[O:18])=[C:15]([F:27])[CH:14]=3)[CH2:10][CH:5]3[CH2:6][CH:7]([CH2:9][CH:3]([CH2:4]3)[CH2:2]1)[CH2:8]2.C([Li])(C)(C)C.[CH:33](=[O:35])[CH3:34]>O1CCCC1>[C:1]12([CH2:11][O:12][C:13]3[CH:25]=[CH:24][C:16]([C:17]([NH:19][S:20]([CH2:23][CH:33]([OH:35])[CH3:34])(=[O:22])=[O:21])=[O:18])=[C:15]([F:27])[CH:14]=3)[CH2:10][CH:5]3[CH2:6][CH:7]([CH2:9][CH:3]([CH2:4]3)[CH2:2]1)[CH2:8]2. Procedure: To a solution of 4-(adamantan-1-ylmethoxy)-5-bromo-2-fluoro-N-(methylsulfonyl)benzamide (0.340 g, 0.74 mmol) in anhydrous tetrahydrofuran (5 mL) was added tert-butyllithium (1.7 M solution in pentane, 1.31 mL, 2.22 mmol) at −78° C. The reaction mixture was stirred for 30 minutes at −78° C. followed by addition of acetaldehyde (0.21 mL, 3.70 mmol). The reaction mixture was allowed to warm to ambient temperature and stirred for 16 hours. After quenched with 1 N hydrochloric acid (5 mL), the mixtur... The reactants are OC=1C=C(C(=O)O)C=CC1[N+](=O)[O-] (3-Hydroxy-4-nitrobenzoic acid), C(C)(=O)Cl (acetyl chloride). The solvent is CO (methanol). Run at time 6 day. The product is OC=1C=C(C(=O)OC)C=CC1[N+](=O)[O-] (METHYL 3-HYDROXY-4-NITROBENZOATE). RXN SMILES: [OH:1][C:2]1[CH:3]=[C:4]([CH:8]=[CH:9][C:10]=1[N+:11]([O-:13])=[O:12])[C:5]([OH:7])=[O:6].[C:14](Cl)(=O)C>CO>[OH:1][C:2]1[CH:3]=[C:4]([CH:8]=[CH:9][C:10]=1[N+:11]([O-:13])=[O:12])[C:5]([O:7][CH3:14])=[O:6]. Procedure: 3-Hydroxy-4-nitrobenzoic acid (I) (100.3 g, 95% pure, 0.53 mole) was added to methanol (1250 ml) to which had been added acetyl chloride (25 ml). The solid dissolved over a period of two days. After six days, the solution was filtered to remove undissolved impurities. The crude ester was obtained by evaporation of the solution. Several crops of crystals were taken, the last from a 50 ml volume. The combined crops were recrystalized from methanol (150 ml). Two crops of the ester (II) as yellow-br... The reactants are CC(=O)OCC(COC(C)=O)c1cccc(C2OCCO2)c1, CC(=O)O. Product: CC(=O)OCC(COC(C)=O)c1cccc(C=O)c1. RXN SMILES: [C:1]([CH3:2])(=[O:3])[O:4][CH2:5][CH:6]([CH2:7][O:8][C:9]([CH3:10])=[O:11])[c:12]1[cH:13][c:14]([CH:18]2[O:19][CH2:22][CH2:21][O:20]2)[cH:15][cH:16][cH:17]1.[CH3:23][C:24](=[O:25])[OH:26]>>[C:1]([CH3:2])(=[O:3])[O:4][CH2:5][CH:6]([CH2:7][O:8][C:9]([CH3:10])=[O:11])[c:12]1[cH:13][c:14]([CH:18]=[O:19])[cH:15][cH:16][cH:17]1. Reactants: C(CCC)C1=NOC(=C1COC=1N=NC(=CC1)Cl)C (3-(3-butyl-5-methyl-isoxazol-4-ylmethoxy)-6-chloro-pyridazine), C([O-])([O-])=O.[Na+].[Na+] (sodium carbonate), C(C)O (ethanol). The reagents and catalysts are C1(=CC=CC=C1)P([C-]1C=CC=C1)C1=CC=CC=C1.[C-]1(C=CC=C1)P(C1=CC=CC=C1)C1=CC=CC=C1.[Fe+2] (1,1′-Bis(diphenylphosphino)ferrocene), C(C)(=O)[O-].[Pd+2].C(C)(=O)[O-] (palladium(II) acetate). Run at temperature 50 celsius. Yields the product C(C)OC(=O)C=1N=NC(=CC1)OCC=1C(=NOC1C)CCCC (6-(3-Butyl-5-methyl-isoxazol-4-ylmethoxy)-pyridazine-3-carboxylic acid ethyl ester). Yield: 88.0%. RXN SMILES: [CH2:1]([C:5]1[C:9]([CH2:10][O:11][C:12]2[N:13]=[N:14][C:15](Cl)=[CH:16][CH:17]=2)=[C:8]([CH3:19])[O:7][N:6]=1)[CH2:2][CH2:3][CH3:4].[C:20](=[O:23])([O-])[O-:21].[Na+].[Na+].[CH2:26](O)[CH3:27]>C1(P(C2C=CC=CC=2)[C-]2C=CC=C2)C=CC=CC=1.[C-]1(P(C2C=CC=CC=2)C2C=CC=CC=2)C=CC=C1.[Fe+2].C([O-])(=O)C.[Pd+2].C([O-])(=O)C>[CH2:26]([O:21][C:20]([C:15]1[N:14]=[N:13][C:12]([O:11][CH2:10][C:9]2[C:5]([CH2:1][CH2:2][CH2:3][CH3:4])=[N:6][O:7][C:8]=2[CH3:19])=[CH:17][CH:16]=1)=[O:23])[CH3:27] |f:1.2.3,5.6.7,8.9.10|. Reported procedure: A suspension of 3-(3-butyl-5-methyl-isoxazol-4-ylmethoxy)-6-chloro-pyridazine (1.2 g, 3.6 mmol) and sodium carbonate (379 mg, 3.6 mmol) in ethanol (20 mL) was evacuated and filled with argon five times. 1,1′-Bis(diphenylphosphino)ferrocene (198 mg, 3.6 mmol) and palladium(II) acetate (80 mg, 0.36 mmol) were added then the flask was evacuated again and filled with carbon monoxide. The reaction mixture was then heated to 50° C. After 15 h the reaction mixture was cooled, filtered through decalite ... The reactants are C(C)C1(OCCO1)C1=CC(=C(C=C1)C1=CC(=CC=C1)C=O)C (4′-(2-ethyl-[1,3]dioxolan-2-yl]-2′-methylbiphenyl-3-carbaldehyde), [H-].[Al+3].[Li+].[H-].[H-].[H-] (lithium aluminium hydride). The product is C(C)C1(OCCO1)C1=CC(=C(C=C1)C1=CC(=CC=C1)CO)C ([4′-(2-Ethyl-[1,3]dioxolan-2-yl)-2′-methylbiphenyl-3-yl]methanol). RXN SMILES: [CH2:1]([C:3]1([C:8]2[CH:13]=[CH:12][C:11]([C:14]3[CH:19]=[CH:18][CH:17]=[C:16]([CH:20]=[O:21])[CH:15]=3)=[C:10]([CH3:22])[CH:9]=2)[O:7][CH2:6][CH2:5][O:4]1)[CH3:2].[H-].[Al+3].[Li+].[H-].[H-].[H-]>>[CH2:1]([C:3]1([C:8]2[CH:13]=[CH:12][C:11]([C:14]3[CH:19]=[CH:18][CH:17]=[C:16]([CH2:20][OH:21])[CH:15]=3)=[C:10]([CH3:22])[CH:9]=2)[O:4][CH2:5][CH2:6][O:7]1)[CH3:2] |f:1.2.3.4.5.6|. Reported procedure: In a manner similar to that of Example 20(e), by reaction of 4.5 g (15.2 mmol) of 4′-(2-ethyl-[1,3]dioxolan-2-yl]-2′-methylbiphenyl-3-carbaldehyde with 760 mg (20 mmol) of lithium aluminium hydride, the desired product is obtained in the form of a colourless oil (m=4.4 g, Y=97%). Reactants: COc1cc2nc(N3CCN(C#N)CC3)nc(N)c2cc1OC, CCO, CC(=O)O, [Na]. Yields the product CCOC(=N)N1CCN(c2nc(N)c3cc(OC)c(OC)cc3n2)CC1. Reaction SMILES: [C:5](#[N:6])[N:7]1[CH2:8][CH2:9][N:10]([c:13]2[n:14][c:15]3[cH:16][c:17]([O:26][CH3:27])[c:18]([O:24][CH3:25])[cH:19][c:20]3[c:21]([NH2:23])[n:22]2)[CH2:11][CH2:12]1.[CH3:1][CH2:2][OH:3].[CH3:28][C:29](=[O:30])[OH:31].[Na:4]>>[CH3:1][CH2:2][O:3][C:5](=[NH:6])[N:7]1[CH2:8][CH2:9][N:10]([c:13]2[n:14][c:15]3[cH:16][c:17]([O:26][CH3:27])[c:18]([O:24][CH3:25])[cH:19][c:20]3[c:21]([NH2:23])[n:22]2)[CH2:11][CH2:12]1.